Dataset: the Open Reaction Database (ORD), a public repository of structured organic reaction records. Task: describe an organic reaction: reactants, conditions, products, and yield Starting materials: ClC1=CC=C(C(=C1C(=O)OC)C)N1C(N(C(=CC1=O)C(F)(F)F)C)=O (methyl 6-chloro-2-methyl-3-[1-methyl-6-trifluoromethyl-2,4(1H,3H)-pyrimidinedion-3-yl]benzoate), C1CC(=O)N(C1=O)Br (NBS), C1CC(=O)N(C1=O)Br (NBS). Reagents/catalysts: C(C1=CC=CC=C1)(=O)OOC(C1=CC=CC=C1)=O (benzoyl peroxide). Run in C(Cl)(Cl)(Cl)Cl (carbon tetrachloride). The product is BrCC1=C(C(=O)OC)C(=CC=C1N1C(N(C(=CC1=O)C(F)(F)F)C)=O)Cl (methyl 2-bromomethyl-6-chloro-3-[1-methyl-6-trifluoromethyl-2,4(1H,3H)-pyrimidinedion-3-yl]benzoate). Yield: 80.5%. RXN SMILES: [Cl:1][C:2]1[C:7]([C:8]([O:10][CH3:11])=[O:9])=[C:6]([CH3:12])[C:5]([N:13]2[C:18](=[O:19])[CH:17]=[C:16]([C:20]([F:23])([F:22])[F:21])[N:15]([CH3:24])[C:14]2=[O:25])=[CH:4][CH:3]=1.C1C(=O)N([Br:33])C(=O)C1>C(Cl)(Cl)(Cl)Cl.C(OOC(=O)C1C=CC=CC=1)(=O)C1C=CC=CC=1>[Br:33][CH2:12][C:6]1[C:5]([N:13]2[C:18](=[O:19])[CH:17]=[C:16]([C:20]([F:22])([F:21])[F:23])[N:15]([CH3:24])[C:14]2=[O:25])=[CH:4][CH:3]=[C:2]([Cl:1])[C:7]=1[C:8]([O:10][CH3:11])=[O:9]. Reported procedure: A solution of 11.4 grams (0.030 mole) of methyl 6-chloro-2-methyl-3-[1-methyl-6-trifluoromethyl-2,4(1H,3H)-pyrimidinedion-3-yl]benzoate and 5.4 grams (0.030 mole) of NBS in the presence of 0.03 gram of benzoyl peroxide in 250 mL of carbon tetrachloride was irradiated with a sun lamp as it stirred at reflux for about 18 hours. The reaction mixture was then cooled and washed with water. The organic layer was dried with magnesium sulfate and filtered. The filtrate was concentrated under reduced pre... Starting materials: FC(C=1C=C(COCC2(CC\C=C/CC2)C2=CC=CC=C2)C=C(C1)C(F)(F)F)(F)F ((Z)-5-((3,5-bis(trifluoromethyl)benzyloxy)methyl)-5-phenylcyclohept-1-ene), OO (hydrogen peroxide), [OH-].[Na+] (sodium hydroxide), O (water). Solvent: C1CCOC1 (THF), C(C)(=O)OCC (ethyl acetate). Conditions: time 12 hour. Product: FC(C=1C=C(COCC2(CCC(CCC2)O)C2=CC=CC=C2)C=C(C1)C(F)(F)F)(F)F (4-((3,5-bis(trifluoromethyl)benzyloxy)methyl)-4-phenylcycloheptanol), material. As a reaction SMILES: [F:1][C:2]([F:30])([F:29])[C:3]1[CH:4]=[C:5]([CH:22]=[C:23]([C:25]([F:28])([F:27])[F:26])[CH:24]=1)[CH2:6][O:7][CH2:8][C:9]1([C:16]2[CH:21]=[CH:20][CH:19]=[CH:18][CH:17]=2)[CH2:15][CH2:14][CH:13]=[CH:12][CH2:11][CH2:10]1.[OH2:31].OO.[OH-].[Na+]>C1COCC1.C(OCC)(=O)C>[F:1][C:2]([F:29])([F:30])[C:3]1[CH:4]=[C:5]([CH:22]=[C:23]([C:25]([F:28])([F:27])[F:26])[CH:24]=1)[CH2:6][O:7][CH2:8][C:9]1([C:16]2[CH:21]=[CH:20][CH:19]=[CH:18][CH:17]=2)[CH2:15][CH2:14][CH2:13][CH:12]([OH:31])[CH2:11][CH2:10]1 |f:3.4|. Procedure details: To a solution of (Z)-5-((3,5-bis(trifluoromethyl)benzyloxy)methyl)-5-phenylcyclohept-1-ene (56 mg) from step E in THF (0.55 mL) at 0° C. was added borane-tetrahydrofuran complex (1.5 M solution, 0.17 mL) drop wise, and the resulting solution was warmed to room temperature and stirred at room temperature for 12 h. The reaction mixture was cooled to 0° C., and water (10.50 mL) was added slowly followed by 30% hydrogen peroxide (0.19 mL) and 1 N sodium hydroxide (0.30 mL). The resulting solution wa... Reactants: C1CN[C@@H]1C(=O)O (L-azetidine-2-carboxylic acid), CC=1C=CC=C2C1C(=O)OC(N2)=O (6-methylisatoic acid anhydride). Run in CS(=O)C (dimethyl sulphoxide). The product is CC1=CC=CC2=C1C(N1[C@H](C(N2)=O)CC1)=O ((S)-1,10a-dihydro-5-methyl-2H-azeto[2,1-c][1,4]benzodiazepine-4,10(9H)-dione). RXN SMILES: [CH2:1]1[C@@H:4]([C:5]([OH:7])=O)[NH:3][CH2:2]1.[CH3:8][C:9]1[CH:10]=[CH:11][CH:12]=[C:13]2[NH:19]C(=O)O[C:15](=[O:16])[C:14]=12>CS(C)=O>[CH3:8][C:9]1[C:14]2[C:15](=[O:16])[N:3]3[CH2:2][CH2:1][C@H:4]3[C:5](=[O:7])[NH:19][C:13]=2[CH:12]=[CH:11][CH:10]=1. Procedure: 13.0 g (128.4 mmol) of L-azetidine-2-carboxylic acid and 22.7 g (128.4 mmol) of 6-methylisatoic acid anhydride in 150 ml of dimethyl sulphoxide are heated to 95° for 3 hours, evaporated to dryness in a high vacuum and the residue obtained is heated to 140° for 2.25 hours. By crystallization from ethyl acetate there is obtained (S)-1,10a-dihydro-5-methyl-2H-azeto[2,1-c][1,4]benzodiazepine-4,10(9H)-dione of melting point 159°-160°. Starting materials: C(C)N(CCN1C(C2=C(CC1)NC=C2C)=O)CC (5-(2-diethylamino-ethyl)-3-methyl-1,5,6,7-tetrahydro-pyrrolo[3,2-c]pyridin-4-one), CN(C=O)C (N,N-dimethylformamide), [OH-].[Na+] (sodium hydroxide), P(=O)(Cl)(Cl)Cl (phosphorus oxychloride), CN(C=O)C (N,N-dimethylformamide), O (water). Conditions: temperature 0 celsius, time 15 minute. Product: C(C)N(CCN1C(C2=C(CC1)NC(=C2C)C=O)=O)CC (5-(2-diethylamino-ethyl)-3-methyl-4-oxo-4,5,6,7-tetrahydro-1H-pyrrolo[3,2-c]pyridine-2-carbaldehyde). The yield is 38.0%. RXN SMILES: P(Cl)(Cl)(Cl)=O.[CH2:6]([N:8]([CH2:22][CH3:23])[CH2:9][CH2:10][N:11]1[CH2:16][CH2:15][C:14]2[NH:17][CH:18]=[C:19]([CH3:20])[C:13]=2[C:12]1=[O:21])[CH3:7].O.[OH-].[Na+].CN(C)[CH:29]=[O:30]>>[CH2:22]([N:8]([CH2:6][CH3:7])[CH2:9][CH2:10][N:11]1[CH2:16][CH2:15][C:14]2[NH:17][C:18]([CH:29]=[O:30])=[C:19]([CH3:20])[C:13]=2[C:12]1=[O:21])[CH3:23] |f:3.4|. Reported procedure: A stirred solution of N,N-dimethylformamide (2 ml) was added slowly with 104 μl of phosphorus oxychloride under an argon atmosphere while maintaining the temperature at 0° C. Upon completion of the addition, the mixture was stirred for 15 minutes at room temperature, and cooled down to 0˜5° C. in an ice-water bath. A mixture of 5-(2-diethylamino-ethyl)-3-methyl-1,5,6,7-tetrahydro-pyrrolo[3,2-c]pyridin-4-one (249 mg, 1 mmol) in 2 ml of N,N-dimethylformamide was added dropwise to the above solutio...